Dataset: the Open Reaction Database (ORD), a public repository of structured organic reaction records. Task: describe an organic reaction: reactants, conditions, products, and yield Reactants: Cl, COCN(c1cc(Cl)cnc1C(=O)c1cccc(N)n1)S(=O)(=O)c1ccc(C(C)(C)C)cc1, C1COCCO1, O. The product is CC(C)(C)c1ccc(S(=O)(=O)Nc2cc(Cl)cnc2C(=O)c2cccc(N)n2)cc1. Reaction SMILES: [ClH:35].[NH2:1][c:2]1[cH:3][cH:4][cH:5][c:6]([C:8](=[O:9])[c:10]2[n:11][cH:12][c:13]([Cl:33])[cH:14][c:15]2[N:16]([S:17](=[O:18])(=[O:19])[c:20]2[cH:21][cH:22][c:23]([C:26]([CH3:27])([CH3:28])[CH3:29])[cH:24][cH:25]2)[CH2:30][O:31][CH3:32])[n:7]1.[O:36]1[CH2:37][CH2:38][O:39][CH2:40][CH2:41]1.[OH2:34]>>[NH2:1][c:2]1[cH:3][cH:4][cH:5][c:6]([C:8](=[O:9])[c:10]2[n:11][cH:12][c:13]([Cl:33])[cH:14][c:15]2[NH:16][S:17](=[O:18])(=[O:19])[c:20]2[cH:21][cH:22][c:23]([C:26]([CH3:27])([CH3:28])[CH3:29])[cH:24][cH:25]2)[n:7]1. Reactants: N1=CC=CC=C1 (Pyridine), ClCC(=O)Cl (chloroacetylchloride), C1(=CC=CC=C1)C=1NC(N(C1)S(=O)(=O)C=1C=C2CCN(C2=CC1)C(C1=CC=C(C=C1)N)=O)=O (4-Phenyl-1-[N-(4-aminobenzoyl)indoline-5-sulfonyl]-2-imidazolone). Solvent: ClCCl (dichloromethane), ClCCl (dichloromethane). Reaction conditions: time 2 hour. Yields the product C1(=CC=CC=C1)C=1NC(N(C1)S(=O)(=O)C=1C=C2CCN(C2=CC1)C(C1=CC=C(C=C1)NC(CCl)=O)=O)=O (4-phenyl-1-[N-(4-chloroacetylaminobenzoyl)indoline-5-sulfonyl]-2-imidazolone). The yield is 80.7%. RXN SMILES: [C:1]1([C:7]2[NH:8][C:9](=[O:33])[N:10]([S:12]([C:15]3[CH:16]=[C:17]4[C:21](=[CH:22][CH:23]=3)[N:20]([C:24](=[O:32])[C:25]3[CH:30]=[CH:29][C:28]([NH2:31])=[CH:27][CH:26]=3)[CH2:19][CH2:18]4)(=[O:14])=[O:13])[CH:11]=2)[CH:6]=[CH:5][CH:4]=[CH:3][CH:2]=1.N1C=CC=CC=1.[Cl:40][CH2:41][C:42](Cl)=[O:43]>ClCCl>[C:1]1([C:7]2[NH:8][C:9](=[O:33])[N:10]([S:12]([C:15]3[CH:16]=[C:17]4[C:21](=[CH:22][CH:23]=3)[N:20]([C:24](=[O:32])[C:25]3[CH:26]=[CH:27][C:28]([NH:31][C:42](=[O:43])[CH2:41][Cl:40])=[CH:29][CH:30]=3)[CH2:19][CH2:18]4)(=[O:13])=[O:14])[CH:11]=2)[CH:6]=[CH:5][CH:4]=[CH:3][CH:2]=1. Procedure details: 4-Phenyl-1-[N-(4-aminobenzoyl)indoline-5-sulfonyl]-2-imidazolone (150 mg, 0.3 mmol) prepared in Example 10 was dissolved in 10 m of dichloromethane. Pyridine (73 μ, 0.9 mmol) and chloroacetylchloride (36 μ, 0.45 mmol) were added thereto one after another, and then the reaction mixture was stirred at room temperature under nitrogen atmosphere for 2 hours. After stirring, the reaction mixture was diluted with 30 m of dichloromethane, washed with water, dried over anhydrous magnesium sulfate, and t... The reactants are NC1=C(C(=NC2=CC=CC(=C12)OC[C@H](CC)N)C)C(=O)OCC ((S)-ethyl 4-amino-5-(2-aminobutoxy)-2-methylquinoline-3-carboxylate), OCCCOC1=C(C=C(C(=O)O)C=C1)OC (4-(3-hydroxypropoxy)-3-methoxybenzoic acid). Yields the product NC1=C(C(=NC2=CC=CC(=C12)OC[C@H](CC)NC(C1=CC(=C(C=C1)OCCCO)OC)=O)C)C(=O)OCC ((S)-ethyl 4-amino-5-(2-(4-(3-hydroxypropoxy)-3-methoxybenzamido)-butoxy)-2-methylquinoline-3-carboxylate). Reaction SMILES: [NH2:1][C:2]1[C:11]2[C:6](=[CH:7][CH:8]=[CH:9][C:10]=2[O:12][CH2:13][C@@H:14]([NH2:17])[CH2:15][CH3:16])[N:5]=[C:4]([CH3:18])[C:3]=1[C:19]([O:21][CH2:22][CH3:23])=[O:20].[OH:24][CH2:25][CH2:26][CH2:27][O:28][C:29]1[CH:37]=[CH:36][C:32]([C:33](O)=[O:34])=[CH:31][C:30]=1[O:38][CH3:39]>>[NH2:1][C:2]1[C:11]2[C:6](=[CH:7][CH:8]=[CH:9][C:10]=2[O:12][CH2:13][C@@H:14]([NH:17][C:33](=[O:34])[C:32]2[CH:36]=[CH:37][C:29]([O:28][CH2:27][CH2:26][CH2:25][OH:24])=[C:30]([O:38][CH3:39])[CH:31]=2)[CH2:15][CH3:16])[N:5]=[C:4]([CH3:18])[C:3]=1[C:19]([O:21][CH2:22][CH3:23])=[O:20]. Reported procedure: Prepared as in Example 24a from (S)-ethyl 4-amino-5-(2-aminobutoxy)-2-methylquinoline-3-carboxylate (Example 97b) and 4-(3-hydroxypropoxy)-3-methoxybenzoic acid (Baraldi, P. G. et al. J. Med. Chem. 1999, 42, 5131.) as brown solid (41%). MS 526 (MH+).